Dataset: the Open Reaction Database (ORD), a public repository of structured organic reaction records. Task: describe an organic reaction: reactants, conditions, products, and yield The product is C(C)(C)(C)OC(=O)N1[C@@H](CC1)COC=1C=C(C=NC1)[C@H]1[C@@H](C1)CO ((1R,2R)-2-[5-[[1-(tert-Butoxycarbonyl)-(2S)-azetidinyl]methoxy]-3-pyridyl]cyclopropylmethanol). As a reaction SMILES: C(OC1C=C([C@@H]2C[C@H]2CO)C=NC=1)C1C=CC=CC=1.[C:20]([O:24][C:25]([N:27]1[CH2:30][CH2:29][C@H:28]1[CH2:31][O:32][C:33]1[CH:34]=[C:35]([C@H:39]2[CH2:41][C@@H:40]2[CH2:42][OH:43])[CH:36]=[N:37][CH:38]=1)=[O:26])([CH3:23])([CH3:22])[CH3:21].C(OC1C=C([C@H]2C[C@@H]2CO)C=NC=1)C1C=CC=CC=1>>[C:20]([O:24][C:25]([N:27]1[CH2:30][CH2:29][C@H:28]1[CH2:31][O:32][C:33]1[CH:34]=[C:35]([C@@H:39]2[CH2:41][C@H:40]2[CH2:42][OH:43])[CH:36]=[N:37][CH:38]=1)=[O:26])([CH3:23])([CH3:22])[CH3:21]. Starting materials: C(C1=CC=CC=C1)OC=1C=C(C=NC1)[C@H]1[C@@H](C1)CO ((1R,2R)-2-[5-(benzyloxy)-3-pyridyl]cyclopropylmethanol), C(C)(C)(C)OC(=O)N1[C@@H](CC1)COC=1C=C(C=NC1)[C@@H]1[C@H](C1)CO ((1S,2S)-2-[5-[[1-(tert-butoxycarbonyl)-(2S)-azetidinyl]methoxy]-3-pyridyl]cyclopropylmethanol), C(C1=CC=CC=C1)OC=1C=C(C=NC1)[C@@H]1[C@H](C1)CO ((1S,2S)-2-[5-(benzyloxy)-3-pyridyl]cyclopropylmethanol). Procedure details: This compound is prepared from (1R,2R)-2-[5-(benzyloxy)-3-pyridyl]cyclopropylmethanol in the same manner as its diastereoisomer, (1S,2S)-2-[5-[[1-(tert-butoxycarbonyl)-(2S)-azetidinyl]methoxy]-3-pyridyl]cyclopropylmethanol, is prepared in Example 1 from (1S,2S)-2-[5-(benzyloxy)-3-pyridyl]cyclopropylmethanol. Starting materials: NC1=NC(=CC(=N1)C(=O)OC)Cl (methyl 2-amino-6-chloropyrimidine-4-carboxylate), C([O-])(O)=O.[Na+] (sodium bicarbonate), FC=1C=C(N)C=CC1OC1=C2C(=NC=C1)NC=C2 (3-Fluoro-4-(1H-pyrrolo[2,3-b]pyridin-4-yloxy)aniline), Cl (hydrochloric acid). Run in O (water), C(C)O (ethanol). Run at temperature 100 celsius, time 18 hour. Yields the product NC1=NC(=CC(=N1)C(=O)OC)NC1=CC(=C(C=C1)OC1=C2C(=NC=C1)NC=C2)F (Methyl 2-amino-6-{[3-fluoro-4-(1H-pyrrolo[2,3-b]pyridin-4-yloxy)phenyl]amino}-pyrimidine-4-carboxylate). Reaction SMILES: [NH2:1][C:2]1[N:7]=[C:6]([C:8]([O:10][CH3:11])=[O:9])[CH:5]=[C:4](Cl)[N:3]=1.[F:13][C:14]1[CH:15]=[C:16]([CH:18]=[CH:19][C:20]=1[O:21][C:22]1[CH:27]=[CH:26][N:25]=[C:24]2[NH:28][CH:29]=[CH:30][C:23]=12)[NH2:17].Cl.C(=O)(O)[O-].[Na+]>O.C(O)C>[NH2:1][C:2]1[N:7]=[C:6]([C:8]([O:10][CH3:11])=[O:9])[CH:5]=[C:4]([NH:17][C:16]2[CH:18]=[CH:19][C:20]([O:21][C:22]3[CH:27]=[CH:26][N:25]=[C:24]4[NH:28][CH:29]=[CH:30][C:23]=34)=[C:14]([F:13])[CH:15]=2)[N:3]=1 |f:3.4|. Reported procedure: 0.209 g (1.12 mmol) of methyl 2-amino-6-chloropyrimidine-4-carboxylate (prepared according to G. Doyle Daves, Fred Baiocchi, Roland K. Robins, and C. C. Cheng, J. Org. Chem., 26 (1961), 2755-2763) and 0.4 g (1.12 mmol) of [3-fluoro-4-(1H-pyrrolo[2,3-b]pyridin-4-yloxy)phenyl]amine (example XIX) are suspended in 5 ml of water and 5 ml of ethanol. 0.11 ml (1.34 mmol) of 37% strength hydrochloric acid is added. The mixture is stirred at 100° C. for 18 hours. After cooling, the mixture is neutralized...